Dataset: the Open Reaction Database (ORD), a public repository of structured organic reaction records. Task: describe an organic reaction: reactants, conditions, products, and yield Reactants: O=C([O-])[O-], CC(C)(C)c1nc(Cc2ccccc2)c(CCl)o1, COc1ccccc1N1CCNCC1, CC(C)=O, [I-], [K+], [K+], [K+]. Yields the product COc1ccccc1N1CCN(Cc2oc(C(C)(C)C)nc2Cc2ccccc2)CC1. As a reaction SMILES: [C:15](=[O:16])([O-:17])[O-:18].[CH2:23]([c:24]1[cH:25][cH:26][cH:27][cH:28][cH:29]1)[c:30]1[n:31][c:32]([C:37]([CH3:38])([CH3:39])[CH3:40])[o:33][c:34]1[CH2:35][Cl:36].[CH3:1][O:2][c:3]1[c:4]([N:9]2[CH2:10][CH2:11][NH:12][CH2:13][CH2:14]2)[cH:5][cH:6][cH:7][cH:8]1.[CH3:41][C:42](=[O:43])[CH3:44].[I-:22].[K+:19].[K+:20].[K+:21]>>[CH3:1][O:2][c:3]1[c:4]([N:9]2[CH2:10][CH2:11][N:12]([CH2:35][c:34]3[c:30]([CH2:23][c:24]4[cH:25][cH:26][cH:27][cH:28][cH:29]4)[n:31][c:32]([C:37]([CH3:38])([CH3:39])[CH3:40])[o:33]3)[CH2:13][CH2:14]2)[cH:5][cH:6][cH:7][cH:8]1. Starting materials: C(C=C)OC1=C(C(=O)O[C@@H]2CC[C@H](CC2)O)C=CC=C1 (trans-4-hydroxycyclohexyl allyloxybenzoate), BrCCCCCC(=O)Cl (6-bromohexanoyl chloride), S(=O)(Cl)Cl (thionyl chloride). The solvent is C1(=CC=CC=C1)C (toluene). Yields the product C(C=C)OC1=CC=C(C(=O)O[C@@H]2CC[C@H](CC2)C(CCCCCBr)=O)C=C1 (trans-[4-(6-bromo-hexanoyl)cyclohexyl] 4-allyloxybenzoate). Yield: 189.8%. Reaction SMILES: C(O[C:5]1[CH:20]=[CH:19][CH:18]=[CH:17][C:6]=1[C:7]([O:9][C@H:10]1[CH2:15][CH2:14][C@H:13](O)[CH2:12][CH2:11]1)=[O:8])C=C.[Br:21][CH2:22][CH2:23][CH2:24][CH2:25][CH2:26][C:27](Cl)=[O:28].S(Cl)(Cl)=O>C1(C)C=CC=CC=1>[CH2:7]([O:8][C:19]1[CH:20]=[CH:5][C:6]([C:7]([O:9][C@H:10]2[CH2:11][CH2:12][C@H:13]([C:27](=[O:28])[CH2:26][CH2:25][CH2:24][CH2:23][CH2:22][Br:21])[CH2:14][CH2:15]2)=[O:8])=[CH:17][CH:18]=1)[CH:6]=[CH2:5]. Procedure: 55.2 g (0.2 mol) of trans-4-hydroxycyclohexyl allyloxybenzoate prepared as described in Example 1 were dissolved in 300 ml of dry toluene, and 43 g (0.205 mol) of 6-bromohexanoyl chloride (prepared from the free acid by conventional reaction with thionyl chloride; b.p. 60-62° C. at 0.04 mbar) were added dropwise at 105° C. over the course of 60 minutes with stirring. After the mixture had been stirred at 105° C. for a further 90 minutes, the solvent was stripped off under reduced pressure, and t... Starting materials: C=CCCN, ClCCl, [Na+], O=C1CCC(=O)O1, [OH-]. Product: C=CCCNC(=O)CCC(=O)O. Reaction SMILES: [CH2:1]([CH2:2][CH:3]=[CH2:4])[NH2:5].[Cl:15][CH2:16][Cl:17].[Na+:14].[O:6]=[C:7]1[CH2:8][CH2:9][C:10](=[O:11])[O:12]1.[OH-:13]>>[CH2:1]([CH2:2][CH:3]=[CH2:4])[NH:5][C:10]([CH2:9][CH2:8][C:7](=[O:6])[OH:12])=[O:11]. Starting materials: O (water), ClC1=NC=NC2=CC(=C(C=C12)OC)OC (4-chloro-6,7-dimethoxyquinazoline), C([O-])([O-])=O.[K+].[K+] (potassium carbonate), IC1=CC=C(C=C1)O (4-iodophenol). Run in CN(C=O)C (dimethylformamide). Product: IC1=CC=C(OC2=NC=NC3=CC(=C(C=C23)OC)OC)C=C1 (4-(4-iodophenoxy)-6,7-dimethoxyquinazoline). Yield: 83.3%. RXN SMILES: Cl[C:2]1[C:11]2[C:6](=[CH:7][C:8]([O:14][CH3:15])=[C:9]([O:12][CH3:13])[CH:10]=2)[N:5]=[CH:4][N:3]=1.C(=O)([O-])[O-].[K+].[K+].[I:22][C:23]1[CH:28]=[CH:27][C:26]([OH:29])=[CH:25][CH:24]=1.O>CN(C)C=O>[I:22][C:23]1[CH:28]=[CH:27][C:26]([O:29][C:2]2[C:11]3[C:6](=[CH:7][C:8]([O:14][CH3:15])=[C:9]([O:12][CH3:13])[CH:10]=3)[N:5]=[CH:4][N:3]=2)=[CH:25][CH:24]=1 |f:1.2.3|. Reported procedure: A solution of 4-chloro-6,7-dimethoxyquinazoline (224 mg, 1.00 mmol), potassium carbonate (152 mg, 1.10 mmol) and 4-iodophenol (244 mg, 1.10 mmol) in dimethylformamide (4 ml) was heated at 110° C. for 2 hours before the reaction was allowed to cool to ambient temperature. The reaction was poured into water and the solid which had precipitated was collected by suction filtration and washed with a mixture of diethyl ether (10 ml), ethyl acetate (10 ml) and isohexane (10 ml). Drying of this material... Reactants: Cl.ClCCOC=1C=CC2=CC3=CC=C(C=C3N=C2C1)OCCCl (3,6-bis(2-chloroethoxy)acridine hydrochloride), N1C=CC=C1 (pyrrole). Product: Cl.Cl.Cl.N1(C=CC=C1)CCOC=1C=CC2=CC3=CC=C(C=C3N=C2C1)OCCN1C=CC=C1 (3,6-bis[2-(1-pyrrolyl)ethoxy]acridine trihydrochloride). RXN SMILES: [ClH:1].[Cl:2][CH2:3][CH2:4][O:5][C:6]1[CH:7]=[CH:8][C:9]2[C:18]([CH:19]=1)=[N:17][C:16]1[C:11](=[CH:12][CH:13]=[C:14]([O:20][CH2:21][CH2:22]Cl)[CH:15]=1)[CH:10]=2.[NH:24]1[CH:28]=[CH:27][CH:26]=[CH:25]1>>[ClH:2].[ClH:1].[ClH:2].[N:24]1([CH2:3][CH2:4][O:5][C:6]2[CH:7]=[CH:8][C:9]3[C:18]([CH:19]=2)=[N:17][C:16]2[C:11](=[CH:12][CH:13]=[C:14]([O:20][CH2:21][CH2:22][N:24]4[CH:28]=[CH:27][CH:26]=[CH:25]4)[CH:15]=2)[CH:10]=3)[CH:28]=[CH:27][CH:26]=[CH:25]1 |f:0.1,3.4.5.6|. Reported procedure: The compound is prepared from 3,6-bis(2-chloroethoxy)acridine hydrochloride and pyrrole as described in Example 46. Reactants: C(C)(C)(C)OC(N[C@H](CN1CCC(CC1)(C=1SC=CC1OC)O)CC1=CC=CC=C1)=O ((S)-{1-benzyl-2-[4-hydroxy-4-(3-methoxy-thiophen-2-yl)-piperidin-1-yl]-ethyl}-carbamic acid tert-butyl ester), Cl (hydrochloric acid). The solvent is O1CCCC1 (tetrahydrofuran). Reaction conditions: time 8 hour. Product: C(C)(C)(C)OC(N[C@H](CN1CCC(=CC1)C=1SC=CC1OC)CC1=CC=CC=C1)=O ((S)-{1-Benzyl-2-[4-(3-methoxy-thiophen-2-yl)-3,6-dihydro-2H-pyridin-1-yl]-ethyl}-carbamic acid tert-butyl ester), C(C1=CC=CC=C1)[C@@H](CN1CCC(=CC1)C=1SC=CC1OC)N ((1S)-1-benzyl-2-[4-(3-methoxy-thiophen-2-yl)-3,6-dihydro-2H-pyridin-1-yl]-ethylamine). Reaction SMILES: [C:1]([O:5][C:6](=[O:31])[NH:7][C@@H:8]([CH2:24][C:25]1[CH:30]=[CH:29][CH:28]=[CH:27][CH:26]=1)[CH2:9][N:10]1[CH2:15][CH2:14][C:13](O)([C:16]2[S:17][CH:18]=[CH:19][C:20]=2[O:21][CH3:22])[CH2:12][CH2:11]1)([CH3:4])([CH3:3])[CH3:2].Cl>O1CCCC1>[C:1]([O:5][C:6](=[O:31])[NH:7][C@@H:8]([CH2:24][C:25]1[CH:26]=[CH:27][CH:28]=[CH:29][CH:30]=1)[CH2:9][N:10]1[CH2:11][CH:12]=[C:13]([C:16]2[S:17][CH:18]=[CH:19][C:20]=2[O:21][CH3:22])[CH2:14][CH2:15]1)([CH3:4])([CH3:2])[CH3:3].[CH2:24]([C@H:8]([NH2:7])[CH2:9][N:10]1[CH2:11][CH:12]=[C:13]([C:16]2[S:17][CH:18]=[CH:19][C:20]=2[O:21][CH3:22])[CH2:14][CH2:15]1)[C:25]1[CH:30]=[CH:29][CH:28]=[CH:27][CH:26]=1. Procedure: A solution of 2.2 g (5 mmol) (S)-{1-benzyl-2-[4-hydroxy-4-(3-methoxy-thiophen-2-yl)-piperidin-1-yl]-ethyl}-carbamic acid tert-butyl ester in 20 mL tetrahydrofuran was treated at once with 20 mL 3M hydrochloric acid. The reaction mixture was stirred at ambient temperature overnight and then extracted with 50 mL diethyl ether. The remaining aqueous layer was basefied with sodium bicarbonate powder and extracted with chloroform (3×60 mL). The combined organic extract was dried over magnesium sulfat... The reactants are FC=1C=C(C=CC1)C(=CC(=O)OCC)C1=CC(=CC=C1)F (ethyl 3,3-bis(3-fluorophenyl)acrylate). Reagents/catalysts: [OH-].[OH-].[Pd+2] (palladium hydroxide on carbon). Solvent: C(C)O (ethanol). Reaction conditions: time 30 minute. Yields the product FC=1C=C(C=CC1)C(CC(=O)OCC)C1=CC(=CC=C1)F (ethyl 3,3-bis(3-fluorophenyl)propionate). The yield is 99.9%. RXN SMILES: [F:1][C:2]1[CH:3]=[C:4]([C:8]([C:15]2[CH:20]=[CH:19][CH:18]=[C:17]([F:21])[CH:16]=2)=[CH:9][C:10]([O:12][CH2:13][CH3:14])=[O:11])[CH:5]=[CH:6][CH:7]=1>C(O)C.[OH-].[OH-].[Pd+2]>[F:1][C:2]1[CH:3]=[C:4]([CH:8]([C:15]2[CH:20]=[CH:19][CH:18]=[C:17]([F:21])[CH:16]=2)[CH2:9][C:10]([O:12][CH2:13][CH3:14])=[O:11])[CH:5]=[CH:6][CH:7]=1 |f:2.3.4|. Reported procedure: A solution of ethyl 3,3-bis(3-fluorophenyl)acrylate (38.81 g, 134.8 mmol) in absolute ethanol (300 mL) was hydrogenated in the presence of palladium hydroxide on carbon (5 g wet, Degussa type) at 60 p.s.i. H2 for 30 min at ambient temperature. After this time the reaction was filtered and concentrated to afford 39.08 g (100%) of the title compound as a clear, colorless oil. GC/EI-MS analysis gave a single component: Rt=6.21 min, m/z (rel.int.) 290 (M+,6), 262 (1), 244 (5), 216 (100), 203 (67), 2...